Dataset: the Open Reaction Database (ORD), a public repository of structured organic reaction records. Task: describe an organic reaction: reactants, conditions, products, and yield Starting materials: C[Si](C)(C)Cl, O=C(Cl)OC1CCCCC1, CC1OC(n2cc(F)c(N)nc2=O)C(O)C1O, c1ccncc1. Yields the product CC1OC(n2cc(F)c(NC(=O)OC3CCCCC3)nc2=O)C(O)C1O. Reaction SMILES: [CH3:18][Si:19]([Cl:20])([CH3:21])[CH3:22].[Cl:23][C:24](=[O:25])[O:26][CH:27]1[CH2:28][CH2:29][CH2:30][CH2:31][CH2:32]1.[F:1][c:2]1[c:3]([NH2:17])[n:4][c:5](=[O:16])[n:6]([CH:7]2[CH:8]([OH:9])[CH:10]([OH:11])[CH:12]([CH3:13])[O:14]2)[cH:15]1.[cH:33]1[cH:34][cH:35][n:36][cH:37][cH:38]1>>[F:1][c:2]1[c:3]([NH:17][C:24](=[O:25])[O:26][CH:27]2[CH2:28][CH2:29][CH2:30][CH2:31][CH2:32]2)[n:4][c:5](=[O:16])[n:6]([CH:7]2[CH:8]([OH:9])[CH:10]([OH:11])[CH:12]([CH3:13])[O:14]2)[cH:15]1. The reactants are FC(C=1C=C(C(=O)N2CCC3(C(C(NC3=O)=O)C3=CC=CC=C3)CC2)C=C(C1)C(F)(F)F)(F)F ((rac)-8-(3,5-bis-trifluoromethyl-benzoyl)-4-phenyl-2,8-diaza-spiro[4.5]decane-1,3-dione), OCCN1CCCC1 (1-(2-hydroxyethyl)-pyrrolidine). Product: FC(C=1C=C(C(=O)N2CCC3(C(C(N(C3=O)CCN3CCCC3)=O)C3=CC=CC=C3)CC2)C=C(C1)C(F)(F)F)(F)F ((rac)-8-(3,5-Bis-trifluoromethyl-benzoyl)-4-phenyl-2-(2-pyrrolidin-1-yl-ethyl)-2,8-diaza-spiro[4.5]decane-1,3-dione). As a reaction SMILES: [F:1][C:2]([F:34])([F:33])[C:3]1[CH:4]=[C:5]([CH:26]=[C:27]([C:29]([F:32])([F:31])[F:30])[CH:28]=1)[C:6]([N:8]1[CH2:25][CH2:24][C:11]2([C:15](=[O:16])[NH:14][C:13](=[O:17])[CH:12]2[C:18]2[CH:23]=[CH:22][CH:21]=[CH:20][CH:19]=2)[CH2:10][CH2:9]1)=[O:7].O[CH2:36][CH2:37][N:38]1[CH2:42][CH2:41][CH2:40][CH2:39]1>>[F:32][C:29]([F:30])([F:31])[C:27]1[CH:26]=[C:5]([CH:4]=[C:3]([C:2]([F:1])([F:33])[F:34])[CH:28]=1)[C:6]([N:8]1[CH2:9][CH2:10][C:11]2([C:15](=[O:16])[N:14]([CH2:36][CH2:37][N:38]3[CH2:42][CH2:41][CH2:40][CH2:39]3)[C:13](=[O:17])[CH:12]2[C:18]2[CH:19]=[CH:20][CH:21]=[CH:22][CH:23]=2)[CH2:24][CH2:25]1)=[O:7]. Reported procedure: The title compound, MS: m/e=582.2 (M+H+), was prepared in accordance with the general method of example 121 from (rac)-8-(3,5-bis-trifluoromethyl-benzoyl)-4-phenyl-2,8-diaza-spiro[4.5]decane-1,3-dione and 1-(2-hydroxyethyl)-pyrrolidine. Reactants: FC1=C2C(=CNC2=CC=C1)C(C(=O)N1CCN(CC1)C(C#N)C1=CC=CC=C1)=O (2-(4-(2-(4-fluoro-1H-indol-3-yl)-2-oxoacetyl)piperazin-1-yl)-2-phenylacetonitrile), NC1=CC=CC=C1 (aniline). The reagents and catalysts are O=[Mn]=O (MnO2). Run in CN(C)C=O (DMF). Reaction conditions: time 2 day. The product is FC1=C2C(=CNC2=CC=C1)C(C(=O)N1CCN(CC1)C(=NC1=CC=CC=C1)C1=CC=CC=C1)=O (1-(4-fluoro-1H-indol-3-yl)-2-(4-(phenyl(phenylimino)methyl)piperazin-1-yl)ethane-1,2-dione). Reaction SMILES: [F:1][C:2]1[CH:10]=[CH:9][CH:8]=[C:7]2[C:3]=1[C:4]([C:11](=[O:29])[C:12]([N:14]1[CH2:19][CH2:18][N:17]([CH:20]([C:23]3[CH:28]=[CH:27][CH:26]=[CH:25][CH:24]=3)C#N)[CH2:16][CH2:15]1)=[O:13])=[CH:5][NH:6]2.[NH2:30][C:31]1[CH:36]=[CH:35][CH:34]=[CH:33][CH:32]=1>CN(C=O)C.O=[Mn]=O>[F:1][C:2]1[CH:10]=[CH:9][CH:8]=[C:7]2[C:3]=1[C:4]([C:11](=[O:29])[C:12]([N:14]1[CH2:15][CH2:16][N:17]([C:20]([C:23]3[CH:24]=[CH:25][CH:26]=[CH:27][CH:28]=3)=[N:30][C:31]3[CH:36]=[CH:35][CH:34]=[CH:33][CH:32]=3)[CH2:18][CH2:19]1)=[O:13])=[CH:5][NH:6]2. Procedure: An excess amount of MnO2 (500 mg) was added into a solution of 2-(4-(2-(4-fluoro-1H-indol-3-yl)-2-oxoacetyl)piperazin-1-yl)-2-phenylacetonitrile (100 mg) and aniline (0.5 ml) in DMF (10 ml), and the reaction was kept stirring for 2 days. The solids were removed by filtration. The filtrate was concentrated under vaccum to give a residure which was purified by using Shimadzu automated preparative HPLC System to afford 1-(4-fluoro-1H-indol-3-yl)-2-(4-(phenyl(phenylimino)methyl)piperazin-1-yl)ethane... The product is Cl.COC([C@@H](N)CCOC)=O (O-methyl homoserine methyl ester hydrochloride). Reported procedure: A solution of 13.3 g of O-methyl homoserine in 370 ml of methanol and 180 ml of a 6 N solution of hydrogen chloride in dioxane is allowed to stand at room temperature for 3 to 4 days. The solvent is removed under reduced pressure and the residue lyophilized to give O-methyl homoserine methyl ester hydrochloride which is represented by the following formula ##STR51## Substitution of an equivalent quantity of O-methyl homoserine methyl ester hydrochloride for the methyl D-methioninate hydrochlorid... Solvent: O1CCOCC1 (dioxane). Reaction conditions: time 3.5 day. Starting materials: COCC[C@H](N)C(=O)O (O-methyl homoserine), CO (methanol), solution, Cl (hydrogen chloride). Reaction SMILES: [CH3:1][O:2][CH2:3][CH2:4][C@@H:5]([C:7]([OH:9])=[O:8])[NH2:6].[ClH:10].[CH3:11]O>O1CCOCC1>[ClH:10].[CH3:11][O:8][C:7](=[O:9])[C@H:5]([CH2:4][CH2:3][O:2][CH3:1])[NH2:6] |f:4.5|. Starting materials: Oc1ccc(OCc2ccccc2)cc1, C1CCOC1, Cc1c(CO)cc(-c2ccc(S(C)(=O)=O)cc2)n1-c1ccc(F)cc1, O, c1ccc(P(c2ccccc2)c2ccccc2)cc1. Yields the product Cc1c(COc2ccc(OCc3ccccc3)cc2)cc(-c2ccc(S(C)(=O)=O)cc2)n1-c1ccc(F)cc1. Reaction SMILES: [CH2:45]([c:46]1[cH:47][cH:48][cH:49][cH:50][cH:51]1)[O:52][c:53]1[cH:54][cH:55][c:56]([OH:59])[cH:57][cH:58]1.[CH2:61]1[O:62][CH2:63][CH2:64][CH2:65]1.[F:1][c:2]1[cH:3][cH:4][c:5](-[n:8]2[c:9]([CH3:25])[c:10]([CH2:23][OH:24])[cH:11][c:12]2-[c:13]2[cH:14][cH:15][c:16]([S:19](=[O:20])(=[O:21])[CH3:22])[cH:17][cH:18]2)[cH:6][cH:7]1.[OH2:60].[c:26]1([P:27]([c:28]2[cH:29][cH:30][cH:31][cH:32][cH:33]2)[c:34]2[cH:35][cH:36][cH:37][cH:38][cH:39]2)[cH:40][cH:41][cH:42][cH:43][cH:44]1>>[F:1][c:2]1[cH:3][cH:4][c:5](-[n:8]2[c:9]([CH3:25])[c:10]([CH2:23][O:24][c:56]3[cH:55][cH:54][c:53]([O:52][CH2:45][c:46]4[cH:47][cH:48][cH:49][cH:50][cH:51]4)[cH:58][cH:57]3)[cH:11][c:12]2-[c:13]2[cH:14][cH:15][c:16]([S:19](=[O:20])(=[O:21])[CH3:22])[cH:17][cH:18]2)[cH:6][cH:7]1. The reactants are C(C)C=1C(=NC(=C(C1)C=1OC=NN1)C)OC (3-ethyl-2-methoxy-6-methyl-5-[1,3,4]oxadiazol-2-yl-pyridine), [I-].[Na+] (sodium iodide), Cl[Si](C)(C)C (chlorotrimethylsilane). The solvent is C(C)#N (acetonitrile). Conditions: temperature 50 celsius, time 2.5 hour. Product: C(C)C=1C(NC(=C(C1)C=1OC=NN1)C)=O (3-ethyl-6-methyl-5-(1,3,4-oxadiazol-2-yl)-1H-pyridin-2-one). Isolated yield 21.3%. RXN SMILES: [CH2:1]([C:3]1[C:4]([O:15]C)=[N:5][C:6]([CH3:14])=[C:7]([C:9]2[O:10][CH:11]=[N:12][N:13]=2)[CH:8]=1)[CH3:2].[I-].[Na+].Cl[Si](C)(C)C>C(#N)C>[CH2:1]([C:3]1[C:4](=[O:15])[NH:5][C:6]([CH3:14])=[C:7]([C:9]2[O:10][CH:11]=[N:12][N:13]=2)[CH:8]=1)[CH3:2] |f:1.2|. Reported procedure: To a mixture of 3-ethyl-2-methoxy-6-methyl-5-[1,3,4]oxadiazol-2-yl-pyridine (10 mg, 0.0457 mmol) and sodium iodide (19 mg, 0.127 mmol) under a nitrogen atmosphere is added anhydrous acetonitrile (2 mL) followed by chlorotrimethylsilane (16.4 μL, 0.131 mmol). The reaction mixture is stirred at 50° C. under nitrogen for 2.5 hr. The reaction mixture is allowed to cool and then quenched with water (0.1 mL). After stirring for 30 min, the mixture is evaporated. The crude residue is purified by flash ... Reactants: CN(C)C=O, Cl, [F-], N#Cc1ccc(O)cc1F, CCCCCCCCI, [K+]. Yields the product CCCCCCCCOc1ccc(C#N)c(F)c1. Reaction SMILES: [CH3:23][N:24]([CH3:25])[CH:26]=[O:27].[ClH:22].[F-:20].[F:1][c:2]1[c:3]([C:4]#[N:5])[cH:6][cH:7][c:8]([OH:10])[cH:9]1.[I:11][CH2:12][CH2:13][CH2:14][CH2:15][CH2:16][CH2:17][CH2:18][CH3:19].[K+:21]>>[F:1][c:2]1[c:3]([C:4]#[N:5])[cH:6][cH:7][c:8]([O:10][CH2:12][CH2:13][CH2:14][CH2:15][CH2:16][CH2:17][CH2:18][CH3:19])[cH:9]1. The reactants are Nc1cccc(Br)c1, C[SiH](C)OC(c1ccco1)C(C)(C)C, CC(C)CCON=O. Yields the product C[SiH](C)OC(c1ccc(-c2cccc(Br)c2)o1)C(C)(C)C. RXN SMILES: [Br:1][c:2]1[cH:3][c:4]([NH2:5])[cH:6][cH:7][cH:8]1.[C:17]([CH3:18])([CH3:19])([CH3:20])[CH:21]([c:22]1[o:23][cH:24][cH:25][cH:26]1)[O:27][SiH:28]([CH3:29])[CH3:30].[CH2:9]([O:10][N:11]=[O:12])[CH2:13][CH:14]([CH3:15])[CH3:16]>>[Br:1][c:2]1[cH:3][c:4](-[c:24]2[o:23][c:22]([CH:21]([C:17]([CH3:18])([CH3:19])[CH3:20])[O:27][SiH:28]([CH3:29])[CH3:30])[cH:26][cH:25]2)[cH:6][cH:7][cH:8]1.